From a dataset of the Open Reaction Database (ORD), a public repository of structured organic reaction records. describe an organic reaction: reactants, conditions, products, and yield The reactants are P(=O)(Cl)(Cl)Cl (Phosphorus oxychloride), C[Si](C)(C)NC(=O)N[Si](C)(C)C (bis(trimethylsilyl)urea), Cl.NC1[C@@H]2N(C(=C(CS2)CCl)C(=O)OC(C2=CC=CC=C2)C2=CC=CC=C2)C1=O (benzhydryl 7-amino-3-chloromethyl-3-cephem-4-carboxylate monohydrochloride), C(=O)NC=1SC=C(N1)C(C(=O)O)=NOCC=C (2-(2-Formamidothiazol-4-yl)-2-allyloxyiminoacetic acid), resultant mixture. The solvent is O (water), C(C)(=O)OCC (ethyl acetate), O1CCCC1 (Tetrahydrofuran), O1CCCC1 (tetrahydrofuran), O1CCCC1 (tetrahydrofuran), CN(C=O)C (N,N-dimethylformamide). Run at temperature 0 celsius, time 20 minute. Product: C(=O)NC=1SC=C(N1)C(C(=O)NC1[C@@H]2N(C(=C(CS2)CCl)C(=O)OC(C2=CC=CC=C2)C2=CC=CC=C2)C1=O)=NOCC=C (benzhydryl 7-[2-(2-formamidothiazol-4-yl)-2-allyloxyiminoacetamido]-3-chloromethyl-3-cephem-4-carboxylate). The yield is 88.2%. RXN SMILES: P(Cl)(Cl)(Cl)=O.[CH:6]([NH:8][C:9]1[S:10][CH:11]=[C:12]([C:14](=[N:18][O:19][CH2:20][CH:21]=[CH2:22])[C:15]([OH:17])=O)[N:13]=1)=[O:7].Cl.[NH2:24][CH:25]1[C:50](=[O:51])[N:27]2[C:28]([C:34]([O:36][CH:37]([C:44]3[CH:49]=[CH:48][CH:47]=[CH:46][CH:45]=3)[C:38]3[CH:43]=[CH:42][CH:41]=[CH:40][CH:39]=3)=[O:35])=[C:29]([CH2:32][Cl:33])[CH2:30][S:31][C@H:26]12.C[Si](NC(N[Si](C)(C)C)=O)(C)C>O1CCCC1.O.C(OCC)(=O)C.CN(C)C=O>[CH:6]([NH:8][C:9]1[S:10][CH:11]=[C:12]([C:14](=[N:18][O:19][CH2:20][CH:21]=[CH2:22])[C:15]([NH:24][CH:25]2[C:50](=[O:51])[N:27]3[C:28]([C:34]([O:36][CH:37]([C:38]4[CH:39]=[CH:40][CH:41]=[CH:42][CH:43]=4)[C:44]4[CH:49]=[CH:48][CH:47]=[CH:46][CH:45]=4)=[O:35])=[C:29]([CH2:32][Cl:33])[CH2:30][S:31][C@H:26]23)=[O:17])[N:13]=1)=[O:7] |f:2.3|. Reported procedure: Phosphorus oxychloride (7.0 ml) was added under ice-cooling to a solution of N,N-dimethylformamide (5.8 ml) in tetrahydrofuran (11 ml). The mixture was cooled until the precipitate appeared. Tetrahydrofuran (107 ml) was then added to this mixture, and the mixture was stirred for 20 minutes at 0° C. 2-(2-Formamidothiazol-4-yl)-2-allyloxyiminoacetic acid (syn isomer) (13.2 g) was added to the mixture. The resultant mixture was stirred at 0° C. to give an activated acid solution. On the other hand,... The reactants are P(=O)([O-])([O-])[O-] (phosphate), C(C)(=O)NC(CCSC)C(=O)O (N-acetyl-DL-methionine). The reagents and catalysts are [Co](Cl)Cl (cobalt chloride). Conditions: temperature 30 celsius, time 8 hour. Yields the product N[C@@H](CCSC)C(=O)O (L-methionine). RXN SMILES: P([O-])([O-])([O-])=O.C([NH:9][CH:10]([C:15]([OH:17])=[O:16])[CH2:11][CH2:12][S:13][CH3:14])(=O)C>[Co](Cl)Cl>[NH2:9][C@H:10]([C:15]([OH:17])=[O:16])[CH2:11][CH2:12][S:13][CH3:14]. Procedure details: While maintaining the above column at 30° C., a 20 mM phosphate buffer containing 0.5% N-acetyl-DL-methionine and 1 mM cobalt chloride was flowed through the column at a flow rate of 30 ml per hour. 3 l of the effluent was collected and passed through IR 120 cation exchange resin, after which it was concentrated under reduced pressure until it was dry and solid. The obtained residue, after being washed twice with 10 ml of cool absolute alcohol, was dissolved in about 100 ml of hot water, and the...